Task: describe an organic reaction: reactants, conditions, products, and yield. Dataset: the Open Reaction Database (ORD), a public repository of structured organic reaction records Starting materials: OC=1C(=CC=2C(CCC(C2C1)(C)C)(C)C)[Se]C1=CC=C(C(=O)OCC)C=C1 (ethyl 4-(3-hydroxy-5,5,8,8-tetramethyl-5,6,7,8-tetrahydro-2-naphthylselanyl)benzoate), C(C)(=O)OCCBr (2-bromoethyl acetate), C([O-])([O-])=O.[K+].[K+] (potassium carbonate), yellow oil. Solvent: CCC(=O)C (MEK). Product: C(C)(=O)OCCOC=1C(=CC=2C(CCC(C2C1)(C)C)(C)C)[Se]C1=CC=C(C(=O)OCC)C=C1 (Ethyl 4-(3-(2-acetoxyethoxy)-5,5,8,8-tetramethyl-5,6,7,8-tetrahydro-2-naphthylselanyl)benzoate). RXN SMILES: [OH:1][C:2]1[C:3]([Se:16][C:17]2[CH:27]=[CH:26][C:20]([C:21]([O:23][CH2:24][CH3:25])=[O:22])=[CH:19][CH:18]=2)=[CH:4][C:5]2[C:6]([CH3:15])([CH3:14])[CH2:7][CH2:8][C:9]([CH3:13])([CH3:12])[C:10]=2[CH:11]=1.[C:28]([O:31][CH2:32][CH2:33]Br)(=[O:30])[CH3:29].C(=O)([O-])[O-].[K+].[K+]>CCC(C)=O>[C:28]([O:31][CH2:32][CH2:33][O:1][C:2]1[C:3]([Se:16][C:17]2[CH:27]=[CH:26][C:20]([C:21]([O:23][CH2:24][CH3:25])=[O:22])=[CH:19][CH:18]=2)=[CH:4][C:5]2[C:6]([CH3:14])([CH3:15])[CH2:7][CH2:8][C:9]([CH3:13])([CH3:12])[C:10]=2[CH:11]=1)(=[O:30])[CH3:29] |f:2.3.4|. Procedure: In a manner similar to that of Example 51, by reaction of 400 mg (0.93 mmol) of ethyl 4-(3-hydroxy-5,5,8,8-tetramethyl-5,6,7,8-tetrahydro-2-naphthylselanyl)benzoate with 334 mg (2.2 mmol) of 2-bromoethyl acetate and 257 mg of potassium carbonate in MEK (10 ml), 333 mg (69%) of a yellow oil are obtained. Starting materials: CC(C)(C)n1c2ccccc2c2c(N3CCCC3)nc(N3CCCC3)nc21, O=C(O)C(F)(F)F. Yields the product c1ccc2c(c1)[nH]c1nc(N3CCCC3)nc(N3CCCC3)c12. Reaction SMILES: [C:1]([CH3:2])([CH3:3])([CH3:4])[n:5]1[c:6]2[c:7]([c:8]3[cH:9][cH:10][cH:11][cH:12][c:13]13)[c:14]([N:23]1[CH2:24][CH2:25][CH2:26][CH2:27]1)[n:15][c:16]([N:18]1[CH2:19][CH2:20][CH2:21][CH2:22]1)[n:17]2.[OH:28][C:29]([C:30]([F:31])([F:32])[F:33])=[O:34]>>[nH:5]1[c:6]2[c:7]([c:8]3[cH:9][cH:10][cH:11][cH:12][c:13]13)[c:14]([N:23]1[CH2:24][CH2:25][CH2:26][CH2:27]1)[n:15][c:16]([N:18]1[CH2:19][CH2:20][CH2:21][CH2:22]1)[n:17]2. Reactants: NC=1C(=C(C(=C(C(=O)O)C1I)I)C(=O)O)I (5-amino-2,4,6-triiodoisophthalic acid), S(O)(O)(=O)=O (sulfuric acid), diazonium salt, [C-]#N.[K+] (potassium cyanide), S(O)(O)(=O)=O (sulfuric acid), N(=O)[O-].[Na+] (sodium nitrite), [OH-].[Na+] (sodium hydroxide), S(O)(O)(=O)=O (sulfuric acid), [OH-].[Na+] (sodium hydroxide). The reagents and catalysts are [Cu]Cl (copper(I) chloride). Solvent: O (water), O (water), O (water). Run at temperature 0 celsius. Product: C(#N)C=1C(=C(C(=C(C(=O)O)C1I)I)C(=O)O)I (5-cyano-2,4,6-triiodoisophthalic acid). Yield: 78.1%. RXN SMILES: N[C:2]1[C:3]([I:16])=[C:4]([C:13]([OH:15])=[O:14])[C:5]([I:12])=[C:6]([C:10]=1[I:11])[C:7]([OH:9])=[O:8].[OH-].[Na+].S(=O)(=O)(O)O.N([O-])=O.[Na+].[C-:28]#[N:29].[K+]>O.[Cu]Cl>[C:28]([C:2]1[C:3]([I:16])=[C:4]([C:13]([OH:15])=[O:14])[C:5]([I:12])=[C:6]([C:10]=1[I:11])[C:7]([OH:9])=[O:8])#[N:29] |f:1.2,4.5,6.7|. Reported procedure: 112 g of 5-amino-2,4,6-triiodoisophthalic acid is suspended in 1100 ml of water and dissolved by adding 10 g of sodium hydroxide. The solution is then cooled to 0° C. after adjusting same to pH 2.5 with sulfuric acid, and, under cooling, a solution of 20 g of sodium nitrite in 60 ml of water is added dropwise, the reaction temperature being maintained at 0-5° C. Then the pH value of the reaction mixture is again adjusted to 2.5 by the dropwise addition of dilute sulfuric acid, and the mixture is... Reactants: NCCOC1=CC=C(C(=O)OC)C=C1 (Methyl 4-(2-aminoethoxy)benzoate), CC1=CC=C(C(=O)O)C=C1 (p-methylbenzoic acid), C1(CCCCC1)N=C=NC1CCCCC1 (N,N'-dicyclohexylcarbodiimide). Run in CN(C=O)C (N,N-dimethylformamide). Yields the product CC1=CC=C(C(=O)NCCOC2=CC=C(C(=O)OC)C=C2)C=C1 (Methyl 4-[2-(4-methylbenzamido)ethoxy]benzoate). Reaction SMILES: [NH2:1][CH2:2][CH2:3][O:4][C:5]1[CH:14]=[CH:13][C:8]([C:9]([O:11][CH3:12])=[O:10])=[CH:7][CH:6]=1.[CH3:15][C:16]1[CH:24]=[CH:23][C:19]([C:20](O)=[O:21])=[CH:18][CH:17]=1.C1(N=C=NC2CCCCC2)CCCCC1>CN(C)C=O>[CH3:15][C:16]1[CH:24]=[CH:23][C:19]([C:20]([NH:1][CH2:2][CH2:3][O:4][C:5]2[CH:14]=[CH:13][C:8]([C:9]([O:11][CH3:12])=[O:10])=[CH:7][CH:6]=2)=[O:21])=[CH:18][CH:17]=1. Reported procedure: Methyl 4-(2-aminoethoxy)benzoate (5.86 g) and 4.08 g of p-methylbenzoic acid were dissolved in 100 ml of N,N-dimethylformamide and then 6.19 g of N,N'-dicyclohexylcarbodiimide was gradually added thereto with stirring at room temperature. As a reaction SMILES: [SH:1][C:2]1[CH:11]=[CH:10][CH:9]=[CH:8][C:3]=1[C:4]([O:6][CH3:7])=[O:5].Br[CH:13]([C:19]1[CH:24]=[CH:23][CH:22]=[CH:21][CH:20]=1)[CH:14]([O:17][CH3:18])[O:15][CH3:16].C[O-].[Na+]>CO>[CH3:18][O:17][CH:14]([O:15][CH3:16])[CH:13]([S:1][C:2]1[CH:11]=[CH:10][CH:9]=[CH:8][C:3]=1[C:4]([O:6][CH3:7])=[O:5])[C:19]1[CH:20]=[CH:21][CH:22]=[CH:23][CH:24]=1 |f:2.3|. Procedure details: In each case 10 ml of methyl 2-mercaptobenzoate and 2-bromo-1,1-dimethoxy-2-phenylethane are refluxed overnight in 30 ml of methanol, with addition of 10 ml of NaOMe. After working up and purification by chromatography, 70% of viscous oil is obtained. The yield is 70.0%. The reactants are SC1=C(C(=O)OC)C=CC=C1 (methyl 2-mercaptobenzoate), BrC(C(OC)OC)C1=CC=CC=C1 (2-bromo-1,1-dimethoxy-2-phenylethane), C[O-].[Na+] (NaOMe). Yields the product COC(C(C1=CC=CC=C1)SC1=C(C(=O)OC)C=CC=C1)OC (Methyl 2-[(2,2-dimethoxy-1-phenylethyl)thio]benzoate). Run in CO (methanol).